Dataset: the Open Reaction Database (ORD), a public repository of structured organic reaction records. Task: describe an organic reaction: reactants, conditions, products, and yield RXN SMILES: O=C[C@@H]([C@H]([C@@H]([C@@H](CO)O)O)O)O.C(=O)([O-])[O-].[Ca+2].P([O-])([O-])([O-])=O.C([O:26][CH:27]([C:29](=[CH2:35])[C:30]([O:32][CH2:33][CH3:34])=[O:31])[CH3:28])(=O)C>>[OH:26][C@@H:27]([C:29](=[CH2:35])[C:30]([O:32][CH2:33][CH3:34])=[O:31])[CH3:28] |f:1.2|. The yield is 29.3%. The reactants are O=C[C@H](O)[C@@H](O)[C@H](O)[C@H](O)CO (glucose), C([O-])([O-])=O.[Ca+2] (calcium carbonate), ( 30 ), P(=O)([O-])([O-])[O-] (phosphate), C(C)(=O)OC(C)C(C(=O)OCC)=C (ethyl 2-(1-acetoxyethyl)acrylate). Reaction conditions: temperature 30 celsius, time 24 hour. Reported procedure: A loopful of slant culture of Pimelobacter sp. No. 1254 was inoculated to a medium (80 ml) containing bouillon 1%, glucose 1% and calcium carbonate 0.2%. The flash was incubated with shaking for 24 hours at 30° C. The resultant seed culture (1.6 ml) was inoculated to the same medium (80 ml) and cultured for 2 days at 30° C. Thirty (30) ml of this cultured broth, 3 ml of 1M phosphate buffer (pH 7.5) and 1 g of ethyl 2-(1-acetoxyethyl)acrylate were poured into a 250 ml wide-mouth flask and incubat... Yields the product O[C@H](C)C(C(=O)OCC)=C (ethyl 2-[(1R)-1-hydroxyethyl]acrylate). The reactants are OC1=CC=C(C=C1)C1=NSC(=N1)S(=O)(=O)N (3-(4-hydroxyphenyl)-1,2,4-thiadiazole-5-sulfonamide), CC(C([O-])([O-])[O-])(C)C (trimethylorthoacetate), CCCCC (Pentane). Run at time 42 hour. Yields the product COC(C)=NS(=O)(=O)C1=NC(=NS1)C1=CC=C(C=C1)O (N-(1-Methoxyethylidene)-3-(4-hydroxyphenyl)-1,2,4-thiadiazole-5-sulfonamide). Reaction SMILES: [OH:1][C:2]1[CH:7]=[CH:6][C:5]([C:8]2[N:12]=[C:11]([S:13]([NH2:16])(=[O:15])=[O:14])[S:10][N:9]=2)=[CH:4][CH:3]=1.C[C:18](C)(C)[C:19]([O-:22])([O-])[O-].[CH3:25]CCCC>>[CH3:25][O:22][C:19](=[N:16][S:13]([C:11]1[S:10][N:9]=[C:8]([C:5]2[CH:6]=[CH:7][C:2]([OH:1])=[CH:3][CH:4]=2)[N:12]=1)(=[O:15])=[O:14])[CH3:18]. Procedure: A mixture of 3.0 g of 3-(4-hydroxyphenyl)-1,2,4-thiadiazole-5-sulfonamide and 20 ml of trimethylorthoacetate was stirred at room temperature for 42 hours. Pentane (25 ml) was added and stirring continued overnight. The precipitated solid was triturated with benzene and collected to give 2.4 g of powder, m.p. 190°-192°. The reactants are NCCN, ClCCl, CCNC(=O)C1OC(n2cnc3c(NCC(c4ccccc4)c4ccccc4)nc(C(=O)OC)nc32)C(O)C1O. The product is CCNC(=O)C1OC(n2cnc3c(NCC(c4ccccc4)c4ccccc4)nc(C(=O)NCCN)nc32)C(O)C1O. As a reaction SMILES: [CH2:41]([CH2:42][NH2:43])[NH2:44].[Cl:45][CH2:46][Cl:47].[c:1]1([CH:7]([CH2:8][NH:9][c:10]2[c:11]3[n:12][cH:13][n:14]([CH:23]4[O:24][CH:25]([C:30](=[O:31])[NH:32][CH2:33][CH3:34])[CH:26]([OH:29])[CH:27]4[OH:28])[c:15]3[n:16][c:17]([C:19]([O:21][CH3:20])=[O:22])[n:18]2)[c:35]2[cH:36][cH:37][cH:38][cH:39][cH:40]2)[cH:2][cH:3][cH:4][cH:5][cH:6]1>>[c:1]1([CH:7]([CH2:8][NH:9][c:10]2[c:11]3[n:12][cH:13][n:14]([CH:23]4[O:24][CH:25]([C:30](=[O:31])[NH:32][CH2:33][CH3:34])[CH:26]([OH:29])[CH:27]4[OH:28])[c:15]3[n:16][c:17]([C:19](=[O:21])[NH:44][CH2:41][CH2:42][NH2:43])[n:18]2)[c:35]2[cH:36][cH:37][cH:38][cH:39][cH:40]2)[cH:2][cH:3][cH:4][cH:5][cH:6]1. Reactants: CCOC(=O)c1cccc(-c2csc(-c3cnccc3C)n2)c1, [Na+], [OH-]. The product is Cc1ccncc1-c1nc(-c2cccc(C(=O)O)c2)cs1. Reaction SMILES: [CH3:1][c:2]1[c:3](-[c:8]2[s:9][cH:10][c:11](-[c:13]3[cH:14][c:15]([C:16](=[O:17])[O:18][CH2:19][CH3:20])[cH:21][cH:22][cH:23]3)[n:12]2)[cH:4][n:5][cH:6][cH:7]1.[Na+:25].[OH-:24]>>[CH3:1][c:2]1[c:3](-[c:8]2[s:9][cH:10][c:11](-[c:13]3[cH:14][c:15]([C:16](=[O:17])[OH:18])[cH:21][cH:22][cH:23]3)[n:12]2)[cH:4][n:5][cH:6][cH:7]1. Reactants: O=C([O-])[O-], FC(F)(F)Cc1nc2cc(Cl)c(Cl)cc2[nH]1, FC(F)(F)c1cccc(CBr)c1, [K+], [K+], CN(C)C=O. The product is FC(F)(F)Cc1nc2cc(Cl)c(Cl)cc2n1Cc1cccc(C(F)(F)F)c1. Reaction SMILES: [C:17](=[O:18])([O-:19])[O-:20].[Cl:1][c:2]1[cH:3][c:4]2[c:5]([nH:6][c:7]([CH2:9][C:10]([F:11])([F:12])[F:13])[n:8]2)[cH:14][c:15]1[Cl:16].[F:23][C:24]([c:25]1[cH:26][c:27]([CH2:28][Br:29])[cH:30][cH:31][cH:32]1)([F:33])[F:34].[K+:21].[K+:22].[O:35]=[CH:36][N:37]([CH3:38])[CH3:39]>>[Cl:1][c:2]1[cH:3][c:4]2[c:5]([n:6][c:7]([CH2:9][C:10]([F:11])([F:12])[F:13])[n:8]2[CH2:28][c:27]2[cH:26][c:25]([C:24]([F:23])([F:33])[F:34])[cH:32][cH:31][cH:30]2)[cH:14][c:15]1[Cl:16]. The reactants are [H-].[Al+3].[Li+].[H-].[H-].[H-] (lithium aluminium hydride), C(C)(C)(C)OC(=O)N1C(OC[C@H]1C=CCCC(=O)OCC)(C)C ((4R)-4-(4'-ethoxycarbonylbutenyl)-2,2-dimethyloxazolidine-3-carboxylic acid tert.-butyl ester), C(C)OCC (diethyl ether), S(=O)(=O)(O)[O-].[K+] (potassium hydrogen sulphate). The solvent is O (water). Conditions: time 3 hour. Yields the product C(C)(C)(C)OC(=O)N1C(OC[C@H]1C=CCCCO)(C)C ((4R)-2,2-dimethyl-4-(5'-hydroxypentenyl)-oxazolidine-3-carboxylic acid tert.-butyl ester). Isolated yield 90.8%. As a reaction SMILES: [H-].[Al+3].[Li+].[H-].[H-].[H-].[C:7]([O:11][C:12]([N:14]1[C@H:18]([CH:19]=[CH:20][CH2:21][CH2:22][C:23](OCC)=[O:24])[CH2:17][O:16][C:15]1([CH3:29])[CH3:28])=[O:13])([CH3:10])([CH3:9])[CH3:8].C(OCC)C.S([O-])(O)(=O)=O.[K+]>O>[C:7]([O:11][C:12]([N:14]1[C@H:18]([CH:19]=[CH:20][CH2:21][CH2:22][CH2:23][OH:24])[CH2:17][O:16][C:15]1([CH3:29])[CH3:28])=[O:13])([CH3:10])([CH3:9])[CH3:8] |f:0.1.2.3.4.5,8.9|. Procedure details: 2.7 g of lithium aluminium hydride are added in portions at 0°-2° to a solution of 23.5 g of 2 according to b) in 550 mlof absolute diethyl ether. After stirring at 0°-2° for 3 hours, a solution of 25 g of potassium hydrogen sulphate in 250 ml of water is added dropwise with cooling. The mixture is filtered through Celite® and washed thoroughly with diethyl ether. The organic phase iswashed twice with 200 ml of 1N hydrochloric acid each time and twice with 250 ml of 10% sodium bicarbonate soluti... Reactants: FC(C(=O)O)(F)F.C(CC1=CC=CC=C1)[C@@H]1N[C@H](CC1)C(C1=CC2=C(C=C1)OCO2)=O (trans 2-[phenethyl]-5-[(3,4-methylenedioxy)benzoyl]pyrrolidine trifluoroacetate), metal borohydride, [BH4-].[Na+] (sodium borohydride), alcohol, C(C)O (ethanol). The solvent is CO (methanol). Product: C(CC1=CC=CC=C1)C1NC(CC1)C(C1=CC2=C(C=C1)OCO2)O (2-[phenethyl]-5-[(3,4-methylenedioxy)-α-hydroxybenzyl]pyrrolidine). As a reaction SMILES: FC(F)(F)C(O)=O.[CH2:8]([C@H:16]1[CH2:20][CH2:19][C@H:18]([C:21](=[O:31])[C:22]2[CH:27]=[CH:26][C:25]3[O:28][CH2:29][O:30][C:24]=3[CH:23]=2)[NH:17]1)[CH2:9][C:10]1[CH:15]=[CH:14][CH:13]=[CH:12][CH:11]=1.[BH4-].[Na+].C(O)C>CO>[CH2:8]([CH:16]1[CH2:20][CH2:19][CH:18]([CH:21]([OH:31])[C:22]2[CH:27]=[CH:26][C:25]3[O:28][CH2:29][O:30][C:24]=3[CH:23]=2)[NH:17]1)[CH2:9][C:10]1[CH:15]=[CH:14][CH:13]=[CH:12][CH:11]=1 |f:0.1,2.3|. Procedure: 2-[phenethyl]-5-[(3,4-methylenedioxy)benzoyl]pyrrolidine trifluoroacetate (XIV) is reduced with metal borohydride, preferably with sodium borohydride, in a lower alcohol, preferably ethanol or methanol, at -10° to +20° C. The solvent is removed, the aqueous residue is diluted with the solution of base, preferably saturated sodium carbonate, and the product is extracted to organic halogenated solvent, preferably dichloromethane, to result in ±trans erythro 2-[phenethyl]-5-[(3,4-methylenedioxy)-α-...